This data is from the Open Reaction Database (ORD), a public repository of structured organic reaction records. The task is: describe an organic reaction: reactants, conditions, products, and yield Reactants: NC=1SC=C(N1)C1(CC(CC1)N1CCC(CC1)C1=CC=C(C=C1)F)C(=O)NCC1=CC(=CC(=C1)C(F)(F)F)C(F)(F)F (1-(2-amino-1,3-thiazol-4-yl)-N-[3,5-bis(trifluoromethyl)benzyl]-3-[4-(4-fluorophenyl)piperidin-1-yl]cyclopentanecarboxamide), C(C)(=O)OC(C)=O (acetic anhydride), N1=CC=CC=C1 (pyridine). Solvent: C(Cl)Cl (CH2Cl2). Reaction conditions: time 8 hour. Yields the product C(C)(=O)NC=1SC=C(N1)C1(CC(CC1)N1CCC(CC1)C1=CC=C(C=C1)F)C(=O)NCC1=CC(=CC(=C1)C(F)(F)F)C(F)(F)F (1-[2-(acetylamino)-1,3-thiazol-4-yl]-N-[3,5-bis(trifluoromethyl)benzyl]-3-[4-(4-fluorophenyl)piperidin-1-yl]cyclopentanecarboxamide). Yield: 86.6%. As a reaction SMILES: [NH2:1][C:2]1[S:3][CH:4]=[C:5]([C:7]2([C:25]([NH:27][CH2:28][C:29]3[CH:34]=[C:33]([C:35]([F:38])([F:37])[F:36])[CH:32]=[C:31]([C:39]([F:42])([F:41])[F:40])[CH:30]=3)=[O:26])[CH2:11][CH2:10][CH:9]([N:12]3[CH2:17][CH2:16][CH:15]([C:18]4[CH:23]=[CH:22][C:21]([F:24])=[CH:20][CH:19]=4)[CH2:14][CH2:13]3)[CH2:8]2)[N:6]=1.[C:43](OC(=O)C)(=[O:45])[CH3:44].N1C=CC=CC=1>C(Cl)Cl>[C:43]([NH:1][C:2]1[S:3][CH:4]=[C:5]([C:7]2([C:25]([NH:27][CH2:28][C:29]3[CH:34]=[C:33]([C:35]([F:36])([F:37])[F:38])[CH:32]=[C:31]([C:39]([F:42])([F:41])[F:40])[CH:30]=3)=[O:26])[CH2:11][CH2:10][CH:9]([N:12]3[CH2:13][CH2:14][CH:15]([C:18]4[CH:23]=[CH:22][C:21]([F:24])=[CH:20][CH:19]=4)[CH2:16][CH2:17]3)[CH2:8]2)[N:6]=1)(=[O:45])[CH3:44]. Procedure: A mixture of 0.040 g of the compound from EXAMPLE 44, 0.20 g of acetic anhydride and 0.40 g of pyridine in 1.0 mL of CH2Cl2 was stirred overnight, evaporated and dried in vacuo. The residue was purified by preparative TLC (10% [aq. NH4OH/MeOH 1/9]/CH2Cl2). The title compound (0.037 g) was obtained as a white solid. 1H NMR (400 MHz, CDCl3): δ 1.60-2.24 (m, 9H), 2.27(s, 3H), 2.50 (m, 4H), 2.85 (m, 1H), 3.20 (m, 2H), 4.55 (m, 2H), 6.83 (s, 1H), 6.97-7.20 (m,5H), 7.64 (s,2H), 7.76 (s, 1H), 9.06 (bro... Starting materials: CC1(OC(C2(CC2)C(O1)=O)=O)C (6,6-dimethyl-5,7-dioxaspiro[2.5]octane-4,8-dione), FC1=C(N)C(=CC=C1)F (2,6-difluoroaniline). Run in C(C)O (ethanol). Yields the product FC1=C(C(=CC=C1)F)N1C(C(CC1)C(=O)O)=O (1-(2,6-difluorophenyl)-2-oxopyrrolidine-3-carboxylic acid). The yield is 46.0%. As a reaction SMILES: CC1(C)[O:9][C:8](=[O:10])[C:5]2([CH2:7][CH2:6]2)[C:4](=[O:11])O1.[F:13][C:14]1[CH:20]=[CH:19][CH:18]=[C:17]([F:21])[C:15]=1[NH2:16]>C(O)C>[F:13][C:14]1[CH:20]=[CH:19][CH:18]=[C:17]([F:21])[C:15]=1[N:16]1[CH2:6][CH2:7][CH:5]([C:8]([OH:9])=[O:10])[C:4]1=[O:11]. Procedure: This compound was prepared according to general method 1 starting from 6,6-dimethyl-5,7-dioxaspiro[2.5]octane-4,8-dione (0.250 g; 1.45 mmol) and 2,6-difluoroaniline (0.575 g; 4.36 mmol) in ethanol (3 mL). 1-(2,6-difluorophenyl)-2-oxopyrrolidine-3-carboxylic acid 0.161 g (46%) was obtained as a solid. The reactants are COC=1C=C(CC2NCCC3=CC(=C(C(=C23)OC)OC)OC)C=CC1OC (1-(3,4-Dimethoxy-benzyl)-6,7,8-trimethoxy-1,2,3,4-tetrahydroisoquinoline), BrCC(=O)Br (2-bromoacetyl bromide), C(C1=CC=CC=C1)NC (N-benzyl-N-methylamine). Product: COC=1C=C(CC2N(CCC3=CC(=C(C(=C23)OC)OC)OC)CC(=O)N(C)CC2=CC=CC=C2)C=CC1OC (2-[1-(3,4-Dimethoxy-benzyl)-6,7,8-trimethoxy-3,4-dihydro-1H-isoquinolin-2-yl]-N-benzyl-N-methyl-acetamide). As a reaction SMILES: [CH3:1][O:2][C:3]1[CH:4]=[C:5]([CH:23]=[CH:24][C:25]=1[O:26][CH3:27])[CH2:6][CH:7]1[C:16]2[C:11](=[CH:12][C:13]([O:21][CH3:22])=[C:14]([O:19][CH3:20])[C:15]=2[O:17][CH3:18])[CH2:10][CH2:9][NH:8]1.Br[CH2:29][C:30](Br)=[O:31].[CH2:33]([NH:40][CH3:41])[C:34]1[CH:39]=[CH:38][CH:37]=[CH:36][CH:35]=1>>[CH3:1][O:2][C:3]1[CH:4]=[C:5]([CH:23]=[CH:24][C:25]=1[O:26][CH3:27])[CH2:6][CH:7]1[C:16]2[C:11](=[CH:12][C:13]([O:21][CH3:22])=[C:14]([O:19][CH3:20])[C:15]=2[O:17][CH3:18])[CH2:10][CH2:9][N:8]1[CH2:29][C:30]([N:40]([CH2:33][C:34]1[CH:39]=[CH:38][CH:37]=[CH:36][CH:35]=1)[CH3:41])=[O:31]. Procedure: prepared by reaction of 1-(3,4-Dimethoxy-benzyl)-6,7,8-trimethoxy-1,2,3,4-tetrahydroisoquinoline and 2-bromoacetyl bromide with N-benzyl-N-methylamine